From a dataset of the Open Reaction Database (ORD), a public repository of structured organic reaction records. describe an organic reaction: reactants, conditions, products, and yield Starting materials: Cl, [I-], [K+], O=N[O-], Nc1ccc(F)c([N+](=O)[O-])c1, [Na+], [Na+], [Na+], O, O=S([O-])[O-]. Yields the product O=[N+]([O-])c1cc(I)ccc1F. RXN SMILES: [ClH:24].[I-:17].[K+:16].[N:12]([O-:13])=[O:14].[NH2:1][c:2]1[cH:3][cH:4][c:5]([F:6])[c:7]([N+:9]([O-:10])=[O:11])[cH:8]1.[Na+:15].[Na+:22].[Na+:23].[OH2:25].[S:18]([O-:19])([O-:20])=[O:21]>>[c:2]1([I:17])[cH:3][cH:4][c:5]([F:6])[c:7]([N+:9]([O-:10])=[O:11])[cH:8]1. Reactants: C(C)OC(=O)C=1C(C=2C=C3C(=NC2N(C1)C)C(=C(C(=C3)F)F)F)=O (3-ethoxycarbonyl-7,8,9-trifluoro-1-methyl-4-oxo-1,4-dihydrobenzo [b][1,8]naphthyridine), S1C(=CC=C1)C1NCCNC1 ((RS)-2-(2-thienyl)piperazine). Yields the product C(C)OC(=O)C=1C(C=2C=C3C(=NC2N(C1)C)C(=C(C(=C3)F)N3CC(NCC3)C=3SC=CC3)F)=O ((RS)-3-Ethoxycarbonyl-7,9-difluoro-1-methyl-4-oxo-8-[3-(2-thienyl)-1-piperazinyl]-1,4-dihydrobenzo[b][1,8]naphthyridine). The yield is 69.4%. As a reaction SMILES: [CH2:1]([O:3][C:4]([C:6]1[C:7](=[O:24])[C:8]2[CH:9]=[C:10]3[CH:20]=[C:19]([F:21])[C:18](F)=[C:17]([F:23])[C:11]3=[N:12][C:13]=2[N:14]([CH3:16])[CH:15]=1)=[O:5])[CH3:2].[S:25]1[CH:29]=[CH:28][CH:27]=[C:26]1[CH:30]1[CH2:35][NH:34][CH2:33][CH2:32][NH:31]1>>[CH2:1]([O:3][C:4]([C:6]1[C:7](=[O:24])[C:8]2[CH:9]=[C:10]3[CH:20]=[C:19]([F:21])[C:18]([N:34]4[CH2:33][CH2:32][NH:31][CH:30]([C:26]5[S:25][CH:29]=[CH:28][CH:27]=5)[CH2:35]4)=[C:17]([F:23])[C:11]3=[N:12][C:13]=2[N:14]([CH3:16])[CH:15]=1)=[O:5])[CH3:2]. Reported procedure: (RS)-3-Ethoxycarbonyl-7,9-difluoro-1-methyl-4-oxo-8-[3-(2-thienyl)-1-piperazinyl]1,4-dihydrobenzo[b][1,8]naphthyridine was prepared under the conditions of Example 39, but starting with 3-ethoxycarbonyl-7,8,9-trifluoro-1-methyl-4-oxo-1,4-dihydrobenzo [b][1,8]naphthyridine (1.68 g) and (RS)-2-(2-thienyl)piperazine (1.01 g). (RS)-3-Ethoxycarbonyl-7,9-difluoro-1-methyl-4-oxo-8-[3-(2-thienyl)-1-piperazinyl]-1,4-dihydrobenzo[b][1,8]naphthyridine (1.68 g) is thereby obtained in the form of a yellow so... Starting materials: FC1=C(OC2=CC3=C(NC(=N3)C3=NC=CC=C3)C=C2OC=2C=NC(=CC2)S(=O)(=O)CC)C=CC(=C1)F (5-(2,4-Difluoro-phenoxy)-2-pyridin-2-yl-6-(6-ethanesulfonyl-pyridin-3-yloxy)-1H-benzimidazole), N1=C(C=NC=C1)C(=O)O (pyrazine-2-carboxylic acid). Yields the product FC1=C(OC2=CC3=C(NC(=N3)C3=NC=CN=C3)C=C2OC=2C=NC(=CC2)S(=O)(=O)CC)C=CC(=C1)F (5-(2,4-Difluoro-phenoxy)-2-pyrazin-2-yl-6-(6-ethanesulfonyl-pyridin-3-yloxy)-1H-benzimidazole). RXN SMILES: [F:1][C:2]1[CH:35]=[C:34]([F:36])[CH:33]=[CH:32][C:3]=1[O:4][C:5]1[C:19]([O:20][C:21]2[CH:22]=[N:23][C:24]([S:27]([CH2:30][CH3:31])(=[O:29])=[O:28])=[CH:25][CH:26]=2)=[CH:18][C:8]2[NH:9][C:10]([C:12]3[CH:17]=C[CH:15]=[CH:14][N:13]=3)=[N:11][C:7]=2[CH:6]=1.[N:37]1C=CN=CC=1C(O)=O>>[F:1][C:2]1[CH:35]=[C:34]([F:36])[CH:33]=[CH:32][C:3]=1[O:4][C:5]1[C:19]([O:20][C:21]2[CH:22]=[N:23][C:24]([S:27]([CH2:30][CH3:31])(=[O:28])=[O:29])=[CH:25][CH:26]=2)=[CH:18][C:8]2[NH:9][C:10]([C:12]3[CH:17]=[N:37][CH:15]=[CH:14][N:13]=3)=[N:11][C:7]=2[CH:6]=1. Procedure: The entitled compound was obtained as a colorless solid in the same method as in Example 197 or in accordance with the method or by combining it with an ordinary method but using 4-(2,4-difluoro-phenoxy)-5-(6-ethanesulfonyl-pyridin-3-yloxy)-benzene-1,2-diamine obtained in Example 229 and pyrazine-2-carboxylic acid. Reactants: CC(c1ccccc1)N1CC2(C(=O)OC(C)(C)C)COC=C2C1=O, CC[Zn]CC, ClCCl, ICI. Yields the product CC(c1ccccc1)N1CC2(C(=O)OC(C)(C)C)COC3CC32C1=O. As a reaction SMILES: [C:9]([CH3:10])([CH3:11])([CH3:12])[O:13][C:14](=[O:15])[C:16]12[C:17](=[CH:30][O:31][CH2:32]1)[C:18](=[O:29])[N:19]([CH:21]([CH3:22])[c:23]1[cH:24][cH:25][cH:26][cH:27][cH:28]1)[CH2:20]2.[CH2:1]([Zn:2][CH2:3][CH3:4])[CH3:5].[Cl:33][CH2:34][Cl:35].[I:6][CH2:7][I:8]>>[CH2:1]1[C:17]23[C:16]([C:14]([O:13][C:9]([CH3:10])([CH3:11])[CH3:12])=[O:15])([CH2:20][N:19]([CH:21]([CH3:22])[c:23]4[cH:24][cH:25][cH:26][cH:27][cH:28]4)[C:18]2=[O:29])[CH2:32][O:31][CH:30]13. The reactants are 1,1′-Diisopropyl azodicarboxylate, C(C1=CC=CC=C1)OC[C@H](CO[Si](C(C)C)(C(C)C)C(C)C)O ((2R)-1-(benzyloxy)-3-[(triisopropylsilyl)oxy]-2-propanol), FC(OC1=CC=C(C=C1)C1=CC=C(C=C1)O)(F)F (4′-(trifluoromethoxy)[1,1′-biphenyl]-4-ol), C1(=CC=CC=C1)P(C1=CC=CC=C1)C1=CC=CC=C1 (triphenylphosphine). Solvent: C1=CC=CC=C1 (benzene). Run at temperature 20 celsius, time 18 hour. Yields the product C(C1=CC=CC=C1)OC[C@@H](CO[Si](C(C)C)(C(C)C)C(C)C)OC1=CC=C(C=C1)C1=CC=C(C=C1)OC(F)(F)F (4-[((1S)-2-(benzyloxy)-1-{[(triisopropylsilyl)oxy]methyl}ethyl)oxy]-4′-(trifluoromethoxy)-1,1′-biphenyl). Yield: 75.4%. As a reaction SMILES: [CH2:1]([O:8][CH2:9][C@@H:10]([OH:23])[CH2:11][O:12][Si:13]([CH:20]([CH3:22])[CH3:21])([CH:17]([CH3:19])[CH3:18])[CH:14]([CH3:16])[CH3:15])[C:2]1[CH:7]=[CH:6][CH:5]=[CH:4][CH:3]=1.[F:24][C:25]([F:41])([F:40])[O:26][C:27]1[CH:32]=[CH:31][C:30]([C:33]2[CH:38]=[CH:37][C:36](O)=[CH:35][CH:34]=2)=[CH:29][CH:28]=1.C1(P(C2C=CC=CC=2)C2C=CC=CC=2)C=CC=CC=1>C1C=CC=CC=1>[CH2:1]([O:8][CH2:9][C@H:10]([O:23][C:36]1[CH:35]=[CH:34][C:33]([C:30]2[CH:31]=[CH:32][C:27]([O:26][C:25]([F:24])([F:40])[F:41])=[CH:28][CH:29]=2)=[CH:38][CH:37]=1)[CH2:11][O:12][Si:13]([CH:14]([CH3:16])[CH3:15])([CH:20]([CH3:22])[CH3:21])[CH:17]([CH3:19])[CH3:18])[C:2]1[CH:7]=[CH:6][CH:5]=[CH:4][CH:3]=1. Procedure: 1,1′-Diisopropyl azodicarboxylate (7.70 mL, 0.039 mol) was added dropwise at 5° C. to a solution of the alcohol 79 (12.40 g, 0.037 mol), 4′-(trifluoromethoxy)[1,1′-biphenyl]-4-ol (reported by Edsall et al., 2003, via Suzuki coupling of 4-bromophenol and boronic acid 44) (8.29 g, 0.033 mol) and triphenylphosphine (10.26 g, 0.039 mol) in anhydrous benzene (25 mL) and the solution was stirred at 20° C. for 18 h. The product was adsorbed directly onto silica by concentration under reduced pressure, ... Reactants: BrC(Br)(Br)Br, CC(C)NC(=O)NC(CCO)C1CC1, ClCCl. The product is CC(C)NC(=O)NC(CCBr)C1CC1. Reaction SMILES: [Br:15][C:16]([Br:17])([Br:18])[Br:19].[CH:1]1([CH:4]([CH2:5][CH2:6][OH:7])[NH:8][C:9](=[O:10])[NH:11][CH:12]([CH3:13])[CH3:14])[CH2:2][CH2:3]1.[Cl:20][CH2:21][Cl:22]>>[CH:1]1([CH:4]([CH2:5][CH2:6][Br:15])[NH:8][C:9](=[O:10])[NH:11][CH:12]([CH3:13])[CH3:14])[CH2:2][CH2:3]1. Starting materials: CC(C)(C)OC(=O)CNC(=O)C1=C(O)c2ccc(F)cc2C2(CCOCC2)C1=O, O=C(O)C(F)(F)F, O. Yields the product O=C(O)CNC(=O)C1=C(O)c2ccc(F)cc2C2(CCOCC2)C1=O. As a reaction SMILES: [F:1][c:2]1[cH:3][cH:4][c:5]2[c:10]([cH:11]1)[C:9]1([C:8](=[O:17])[C:7]([C:18](=[O:19])[NH:20][CH2:21][C:22](=[O:23])[O:24][C:25]([CH3:26])([CH3:27])[CH3:28])=[C:6]2[OH:29])[CH2:12][CH2:13][O:14][CH2:15][CH2:16]1.[F:30][C:31]([F:32])([F:33])[C:34]([OH:35])=[O:36].[OH2:37]>>[F:1][c:2]1[cH:3][cH:4][c:5]2[c:10]([cH:11]1)[C:9]1([C:8](=[O:17])[C:7]([C:18](=[O:19])[NH:20][CH2:21][C:22](=[O:23])[OH:24])=[C:6]2[OH:29])[CH2:12][CH2:13][O:14][CH2:15][CH2:16]1.